Dataset: the Open Reaction Database (ORD), a public repository of structured organic reaction records. Task: describe an organic reaction: reactants, conditions, products, and yield Reactants: [BH4-], COc1ccc(OCCCN2CCOCC2)c(C=NCCc2ccccc2)c1, CO, [Na+], O. Product: COc1ccc(OCCCN2CCOCC2)c(CNCCc2ccccc2)c1. RXN SMILES: [BH4-:29].[CH3:1][O:2][c:3]1[cH:4][c:5]([CH:19]=[N:20][CH2:21][CH2:22][c:23]2[cH:24][cH:25][cH:26][cH:27][cH:28]2)[c:6]([O:7][CH2:8][CH2:9][CH2:10][N:11]2[CH2:12][CH2:13][O:14][CH2:15][CH2:16]2)[cH:17][cH:18]1.[CH3:32][OH:33].[Na+:30].[OH2:31]>>[CH3:1][O:2][c:3]1[cH:4][c:5]([CH2:19][NH:20][CH2:21][CH2:22][c:23]2[cH:24][cH:25][cH:26][cH:27][cH:28]2)[c:6]([O:7][CH2:8][CH2:9][CH2:10][N:11]2[CH2:12][CH2:13][O:14][CH2:15][CH2:16]2)[cH:17][cH:18]1. The reactants are FC(CO)F (2,2-difluoroethanol), [H-].[Na+] (NaH), BrC1=CC=CC=C1 (bromobenzene), CuBr. Solvent: CN(C)C=O (DMF), CN(C)C=O (DMF), CN(C)C=O (DMF). Conditions: temperature 0 celsius, time 30 minute. Product: FC(COC1=CC=CC=C1)F (2,2-difluoroethoxybenzene). The yield is 82.0%. As a reaction SMILES: [H-].[Na+].[F:3][CH:4]([F:7])[CH2:5][OH:6].Br[C:9]1[CH:14]=[CH:13][CH:12]=[CH:11][CH:10]=1>CN(C=O)C>[F:3][CH:4]([F:7])[CH2:5][O:6][C:9]1[CH:14]=[CH:13][CH:12]=[CH:11][CH:10]=1 |f:0.1|. Procedure: Under N2, 60% NaH (10.2 g, 254.27 mmol) and 40 mL DMF were added into a 500 mL reaction flask and cooled to 0° C. 2,2-difluoroethanol 12a (23 g, 280.3 mmol) was dissolved in 40 mL DMF and then dropwise added into the mixture within 4 hours at 0° C. The reaction mixture was then warmed to room temperature. After 30 minutes, a solution of bromobenzene (39.92 g, 254.25 mmol) in DMF (40 mL) and CuBr (0.35 g, 2.43 mmol) were added in turn before the reaction mixture was warmed and stirred for 16 hour... Starting materials: NC1=C(C=C(C=C1)N1C(C=CC=C1)=O)C (1-(4-amino-3-methyl-phenyl)-1H-pyridin-2-one), ClC(=O)OC1=CC=C(C=C1)[N+](=O)[O-] (4-nitrophenyl chloroformate). Yields the product [N+](=O)([O-])C1=CC=C(C=C1)OC(NC1=C(C=C(C=C1)N1C(C=CC=C1)=O)C)=O ([2-methyl-4-(2-oxo-2H-pyridin-1-yl)-phenyl]-carbamic acid 4-nitro-phenyl ester). RXN SMILES: [NH2:1][C:2]1[CH:7]=[CH:6][C:5]([N:8]2[CH:13]=[CH:12][CH:11]=[CH:10][C:9]2=[O:14])=[CH:4][C:3]=1[CH3:15].Cl[C:17]([O:19][C:20]1[CH:25]=[CH:24][C:23]([N+:26]([O-:28])=[O:27])=[CH:22][CH:21]=1)=[O:18]>>[N+:26]([C:23]1[CH:22]=[CH:21][C:20]([O:19][C:17](=[O:18])[NH:1][C:2]2[CH:7]=[CH:6][C:5]([N:8]3[CH:13]=[CH:12][CH:11]=[CH:10][C:9]3=[O:14])=[CH:4][C:3]=2[CH3:15])=[CH:25][CH:24]=1)([O-:28])=[O:27]. Reported procedure: 70.1 Using general method G, 1-(4-amino-3-methyl-phenyl)-1H-pyridin-2-one (prepared according to WO 2003045912) was activated with 4-nitrophenyl chloroformate to give [2-methyl-4-(2-oxo-2H-pyridin-1-yl)-phenyl]-carbamic acid 4-nitro-phenyl ester. Pale grey solid. The reactants are C(=O)(OC)C1C(CCC(C1)(C1=CC=C(C=C1)F)C#N)=O (2-carbomethoxy-4-cyano-4-(p-fluorophenyl)cyclohexanone), S(O)(O)(=O)=O (sulfuric acid). Solvent: C(C)(=O)O (acetic acid). Reaction conditions: time 24 hour. Yields the product C(#N)C1(CCC(CC1)=O)C1=CC=C(C=C1)F (4-cyano-4-(p-fluorophenyl)cyclohexanone). Isolated yield 67.0%. Reaction SMILES: C([CH:5]1[CH2:10][C:9]([C:18]#[N:19])([C:11]2[CH:16]=[CH:15][C:14]([F:17])=[CH:13][CH:12]=2)[CH2:8][CH2:7][C:6]1=[O:20])(OC)=O.S(=O)(=O)(O)O>C(O)(=O)C>[C:18]([C:9]1([C:11]2[CH:12]=[CH:13][C:14]([F:17])=[CH:15][CH:16]=2)[CH2:10][CH2:5][C:6](=[O:20])[CH2:7][CH2:8]1)#[N:19]. Procedure details: A reaction mixture consisting of 33.9 gm. (0.123 mole) of 2-carbomethoxy-4-cyano-4-(p-fluorophenyl)cyclohexanone (prepared in Part B, above), 900 ml. glacial acetic acid, and 450 ml. 10% aqueous sulfuric acid is heated with stirring on a steam bath for 24 hours. After allowing the reaction mixture to cool, it is diluted with 2000 ml. water and extracted thoroughly with benzene. The benzene extracts are combined and washed successively with water, with aqueous sodium bicarbonate, and finally with... Reactants: Oc1ccnc2ccc(OCc3ccccc3)cc12, CCC(=O)O, O=[N+]([O-])O. Product: O=[N+]([O-])c1cnc2ccc(OCc3ccccc3)cc2c1O. As a reaction SMILES: [CH2:1]([c:2]1[cH:3][cH:4][cH:5][cH:6][cH:7]1)[O:8][c:9]1[cH:10][c:11]2[c:12]([OH:19])[cH:13][cH:14][n:15][c:16]2[cH:17][cH:18]1.[CH3:24][CH2:25][C:26](=[O:27])[OH:28].[OH:20][N+:21]([O-:22])=[O:23]>>[CH2:1]([c:2]1[cH:3][cH:4][cH:5][cH:6][cH:7]1)[O:8][c:9]1[cH:10][c:11]2[c:12]([OH:19])[c:13]([N+:21](=[O:20])[O-:22])[cH:14][n:15][c:16]2[cH:17][cH:18]1. Reactants: C(CCC)[Li] (n-butyllithium), FC1=C(C=CC=C1F)OCCCCCCC (2,3-Difluoro-1-n-heptoxybenzene), B(OC(C)C)(OC(C)C)OC(C)C (triisopropyl borate). Yields the product FC1=C(C=CC(=C1F)OCCCCCCC)B(O)O (2,3-Difluoro-4-n-heptoxyphenylboronic acid). As a reaction SMILES: C([Li])CCC.[F:6][C:7]1[C:12]([F:13])=[CH:11][CH:10]=[CH:9][C:8]=1[O:14][CH2:15][CH2:16][CH2:17][CH2:18][CH2:19][CH2:20][CH3:21].[B:22](OC(C)C)([O:27]C(C)C)[O:23]C(C)C>>[F:13][C:12]1[C:7]([F:6])=[C:8]([O:14][CH2:15][CH2:16][CH2:17][CH2:18][CH2:19][CH2:20][CH3:21])[CH:9]=[CH:10][C:11]=1[B:22]([OH:27])[OH:23]. Procedure: Quantities: n-butyllithium (20 cm3, 10.0M in hexanes, 0.2 mol), compound from Example 40 (45.5 g, 0.2 mol) and triisopropyl borate (74.4 g, 0.4 mol). The experimental procedure was as described in Example 28.